Task: describe an organic reaction: reactants, conditions, products, and yield. Dataset: the Open Reaction Database (ORD), a public repository of structured organic reaction records Starting materials: C1(=CC=CC=C1)O (phenol), C(=O)([O-])[O-].[K+].[K+] (K2CO3), C(C)(C)(C)C1=NC(=CC(=N1)N1CCN(CC1)CCCCN1C(N=C(C(=C1)C)SC#N)=O)C(F)(F)F (1-(4-{4-[2-tert-butyl-6-(trifluoromethyl)pyrimidin-4-yl]piperazin-1-yl}butyl)-5-methyl-2-oxo-1,2-dihydropyrimidin-4-yl thiocyanate). The solvent is C(C)#N (acetonitrile). Conditions: time 12 hour. Yields the product C(C)(C)(C)C1=NC(=CC(=N1)N1CCN(CC1)CCCCN1C(N=C(C(=C1)C)OC1=CC=CC=C1)=O)C(F)(F)F (1-(4-{4-[2-tert-Butyl-6-(trifluoromethyl)pyrimidin-4-yl]piperazin-1-yl}butyl)-5-methyl-4-phenoxypyrimidin-2(1H)-one). Isolated yield 28.2%. RXN SMILES: [C:1]1([OH:7])[CH:6]=[CH:5][CH:4]=[CH:3][CH:2]=1.C([O-])([O-])=O.[K+].[K+].[C:14]([C:18]1[N:23]=[C:22]([N:24]2[CH2:29][CH2:28][N:27]([CH2:30][CH2:31][CH2:32][CH2:33][N:34]3[CH:39]=[C:38]([CH3:40])[C:37](SC#N)=[N:36][C:35]3=[O:44])[CH2:26][CH2:25]2)[CH:21]=[C:20]([C:45]([F:48])([F:47])[F:46])[N:19]=1)([CH3:17])([CH3:16])[CH3:15]>C(#N)C>[C:14]([C:18]1[N:23]=[C:22]([N:24]2[CH2:29][CH2:28][N:27]([CH2:30][CH2:31][CH2:32][CH2:33][N:34]3[CH:39]=[C:38]([CH3:40])[C:37]([O:7][C:1]4[CH:6]=[CH:5][CH:4]=[CH:3][CH:2]=4)=[N:36][C:35]3=[O:44])[CH2:26][CH2:25]2)[CH:21]=[C:20]([C:45]([F:46])([F:48])[F:47])[N:19]=1)([CH3:15])([CH3:16])[CH3:17] |f:1.2.3|. Procedure details: 81.3 mg (0.9 mmol) of phenol and 325.5 mg (2.4 mmol) of K2CO3 were added to 400.0 mg (0.78 mmol) of 1-(4-{4-[2-tert-butyl-6-(trifluoromethyl)pyrimidin-4-yl]piperazin-1-yl}butyl)-5-methyl-2-oxo-1,2-dihydropyrimidin-4-yl thiocyanate from Example 7.1 in 40 ml of acetonitrile and 500.0 mg of molecular sieves (3 Å). The reaction mixture was then stirred at room temperature for 12 hours. Insolubles were filtered off, methylene chloride was added to the filtrate, followed by extraction with aqueous bri... Reactants: BrBr, ClC(Cl)Cl, CCCCOc1nc(N)c2ncn(Cc3cccc(CP(=O)(OCC)OCC)c3)c2n1. Yields the product CCCCOc1nc(N)c2nc(Br)n(Cc3cccc(CP(=O)(OCC)OCC)c3)c2n1. RXN SMILES: [Br:32][Br:33].[Cl:34][CH:35]([Cl:36])[Cl:37].[NH2:1][c:2]1[c:3]2[n:4][cH:5][n:6]([CH2:16][c:17]3[cH:18][c:19]([CH2:23][P:24]([O:25][CH2:26][CH3:27])([O:28][CH2:29][CH3:30])=[O:31])[cH:20][cH:21][cH:22]3)[c:7]2[n:8][c:9]([O:11][CH2:12][CH2:13][CH2:14][CH3:15])[n:10]1>>[NH2:1][c:2]1[c:3]2[n:4][c:5]([Br:32])[n:6]([CH2:16][c:17]3[cH:18][c:19]([CH2:23][P:24]([O:25][CH2:26][CH3:27])([O:28][CH2:29][CH3:30])=[O:31])[cH:20][cH:21][cH:22]3)[c:7]2[n:8][c:9]([O:11][CH2:12][CH2:13][CH2:14][CH3:15])[n:10]1. Reactants: C(CCCCCCCCCCC)C1=NN=NN1 (5-dodecyl-1H-tetrazole), BrC1=C(C=CC=C1)CC(=O)OCC (ethyl 2-bromophenylacetate), C(CCCCCCCCC)C1=NN=NN1 (5-decyl-1H-tetrazole), C(C)OC(C(C)(C)Br)=O (ethyl-2-bromoisobutyrate). Yields the product C(CCCCCCCCCCC)C=1N=NN(N1)C(C(=O)OCC)(C)C (ethyl (±)-5-dodecyl-α,α-dimethyl-2H-tetrazole-2-acetate). Reaction SMILES: [CH2:1]([C:13]1[NH:17][N:16]=[N:15][N:14]=1)[CH2:2][CH2:3][CH2:4][CH2:5][CH2:6][CH2:7][CH2:8][CH2:9][CH2:10][CH2:11][CH3:12].C(C1NN=NN=1)CCCCCCCCC.[CH2:33]([O:35][C:36](=[O:41])[C:37](Br)([CH3:39])[CH3:38])[CH3:34].BrC1C=CC=CC=1CC(OCC)=O>>[CH2:1]([C:13]1[N:14]=[N:15][N:16]([C:37]([CH3:39])([CH3:38])[C:36]([O:35][CH2:33][CH3:34])=[O:41])[N:17]=1)[CH2:2][CH2:3][CH2:4][CH2:5][CH2:6][CH2:7][CH2:8][CH2:9][CH2:10][CH2:11][CH3:12]. Procedure: When in the general procedure of Example 71 an appropriate amount of 5-dodecyl-1H-tetrazole was substituted for 5-decyl-1H-tetrazole and an appropriate amount of ethyl-2-bromoisobutyrate was substituted for ethyl 2-bromophenylacetate, the title compound was obtained. The reactants are C(C)(=O)O (acetic acid), C(C)(C)OC1=CC(=C(C=C1)[N+](=O)[O-])F (4-isopropoxy-2-fluoronitrobenzene), C(C)(=O)N (acetamide). Reagents/catalysts: [Fe] (iron). The solvent is O (water), C(C)OCC (diethyl ether). Reaction conditions: time 1 hour. Product: C(C)(C)OC1=CC(=C(N)C=C1)F (4-Isopropoxy-2-fluoroaniline). RXN SMILES: C(O)(=O)C.[CH:5]([O:8][C:9]1[CH:14]=[CH:13][C:12]([N+:15]([O-])=O)=[C:11]([F:18])[CH:10]=1)([CH3:7])[CH3:6].C(N)(=O)C>O.C(OCC)C.[Fe]>[CH:5]([O:8][C:9]1[CH:14]=[CH:13][C:12]([NH2:15])=[C:11]([F:18])[CH:10]=1)([CH3:7])[CH3:6]. Procedure details: A stirred flask containing 350 mL of acetic acid was heated to 80°-85° C. under a nitrogen atmosphere. To this flask was added 39.10 g (0.700 mole) of powdered iron, and this mixture was stirred for one hour. A solution of 4-isopropoxy-2-fluoronitrobenzene in 250 mL was added to the mixture dropwise. Upon completion of addition, the reaction mixture was heated at 80°-85° C. for one hour. After being cooled below 40° C., the mixture was filtered, and the solvent was evaporated under reduced press... Reactants: BrC=1C=C(C(=C(C(=O)OC)C1)O)[N+](=O)[O-] (methyl 5-bromo-2-hydroxy-3-nitrobenzoate), C(C)(=O)[O-].[Na+] (sodium acetate), [H][H] (hydrogen). Reagents/catalysts: [Pd] (Pd/C). Solvent: C(C)(=O)OCC (ethyl acetate), O (water). Product: NC=1C(=C(C(=O)OC)C=CC1)O (methyl 3-amino-2-hydroxybenzoate). Yield: 58.4%. As a reaction SMILES: Br[C:2]1[CH:3]=[C:4]([N+:13]([O-])=O)[C:5]([OH:12])=[C:6]([CH:11]=1)[C:7]([O:9][CH3:10])=[O:8].C([O-])(=O)C.[Na+].[H][H]>C(OCC)(=O)C.O.[Pd]>[NH2:13][C:4]1[C:5]([OH:12])=[C:6]([CH:11]=[CH:2][CH:3]=1)[C:7]([O:9][CH3:10])=[O:8] |f:1.2|. Reported procedure: A suspension of methyl 5-bromo-2-hydroxy-3-nitrobenzoate (38.4 g, 0.14 mol), sodium acetate (19.63 g, 0.24 mol) and 10% Pd/C (3.84 g) in ethyl acetate (500 mL) and water (30 mL) was stirred at 25° C. under 1 atm of hydrogen for 16 hr. The mixture was filtered and the filtrate was washed with water (500 mL×2), brine (300 mL), dried over anhydrous sodium sulfate and concentrated to give crude product. The crude product was washed with methanol at 0° C. to give methyl 3-amino-2-hydroxybenzoate (13.... Starting materials: C(C1=CC=CC=C1)N1CC(CC1)(OC)C#N (1-benzyl-3-cyano-3-methoxypyrrolidine). The reagents and catalysts are [Ni] (Ni). Solvent: CO (methanol). The product is NCC1(CN(CC1)CC1=CC=CC=C1)OC (3-Aminomethyl-1-benzyl-3-methoxy-pyrrolidine). Reaction SMILES: [CH2:1]([N:8]1[CH2:12][CH2:11][C:10]([C:15]#[N:16])([O:13][CH3:14])[CH2:9]1)[C:2]1[CH:7]=[CH:6][CH:5]=[CH:4][CH:3]=1>CO.[Ni]>[NH2:16][CH2:15][C:10]1([O:13][CH3:14])[CH2:11][CH2:12][N:8]([CH2:1][C:2]2[CH:7]=[CH:6][CH:5]=[CH:4][CH:3]=2)[CH2:9]1. Procedure details: The solution of 26.5 g (0.11 mol, 93% proof) 1-benzyl-3-cyano-3-methoxypyrrolidine in 300 ml methanol is hydrogenated at 15 g Raney-Ni at 60° C./100 bar H2. The catalyst is removed by filtration, the methanol is removed in vacuo, and the residue is distilled.